From a dataset of the Open Reaction Database (ORD), a public repository of structured organic reaction records. describe an organic reaction: reactants, conditions, products, and yield Reactants: BrC=1C=NC=C(C1)Br (3,5-dibromopyridine), CC(C)([O-])C.[Na+] (sodium tert-butoxide), N1CCCC1 (pyrrolidine). The reagents and catalysts are C=1C=CC(=CC1)/C=C/C(=O)/C=C/C2=CC=CC=C2.C=1C=CC(=CC1)/C=C/C(=O)/C=C/C2=CC=CC=C2.C=1C=CC(=CC1)/C=C/C(=O)/C=C/C2=CC=CC=C2.[Pd].[Pd] (Pd2(dba)3), C=1C=CC(=CC1)P(C=2C=CC=CC2)C3=CC=C4C=CC=CC4=C3C5=C6C=CC=CC6=CC=C5P(C=7C=CC=CC7)C=8C=CC=CC8 (BINAP). The solvent is C1(=CC=CC=C1)C (toluene). Reaction conditions: temperature 100 celsius. The product is BrC=1C=NC=C(C1)N1CCCC1 (3-Bromo-5-(1-pyrrolidinyl)pyridine). The yield is 75.9%. RXN SMILES: Br[C:2]1[CH:3]=[N:4][CH:5]=[C:6]([Br:8])[CH:7]=1.CC(C)([O-])C.[Na+].[NH:15]1[CH2:19][CH2:18][CH2:17][CH2:16]1>C1(C)C=CC=CC=1.C1C=CC(/C=C/C(/C=C/C2C=CC=CC=2)=O)=CC=1.C1C=CC(/C=C/C(/C=C/C2C=CC=CC=2)=O)=CC=1.C1C=CC(/C=C/C(/C=C/C2C=CC=CC=2)=O)=CC=1.[Pd].[Pd].C1C=CC(P(C2C(C3C(P(C4C=CC=CC=4)C4C=CC=CC=4)=CC=C4C=3C=CC=C4)=C3C(C=CC=C3)=CC=2)C2C=CC=CC=2)=CC=1>[Br:8][C:6]1[CH:5]=[N:4][CH:3]=[C:2]([N:15]2[CH2:19][CH2:18][CH2:17][CH2:16]2)[CH:7]=1 |f:1.2,5.6.7.8.9|. Procedure: To a solution of 3,5-dibromopyridine (5.5 g, 23.22 mmol) in toluene (100 mL) was added BINAP (0.840 g, 1.350 mmol), Pd2(dba)3 (0.412 g, 0.45 mmol), sodium tert-butoxide (6.49 g, 67.5 mmol) and pyrrolidine (1.86 mL, 22.50 mmol). The reaction mixture was degassed (N2, 10 min) and then heated at 100° C. for 2 h. The reaction mixture was cooled to RT and filtered through celite. The filtrate was evaporated and the residue purified by silica gel chromatography, eluting with a gradient of 0-30% ethyl ...